Dataset: the Open Reaction Database (ORD), a public repository of structured organic reaction records. Task: describe an organic reaction: reactants, conditions, products, and yield Starting materials: oxazolidines, C(C)(C)N1COC(C1)CO (3-isopropyl-5-hydroxymethyloxazolidine), C1(=CC=CC=C1)[C@@H]1OC(CN1C(C)(C)C)CO ((S)-2-phenyl-3-tert. butyl-5-hydroxymethyloxazolidine), C1(=CC=CC=C1)C1OC(CN1C(C)C)CO (2-phenyl-3-isopropyl-5-hydroxymethyloxazolidine), C[C@@H]1OC(CN1C(C)CC)CO ((S)-2-methyl-3-sec. butyl-5-hydroxymethyloxazolidine). The product is C(C)(C)(C)NCC(COC1=NC=CC=C1C#N)OC(C)=O (2-(3-tert. Butylamino-2-acetoxypropoxy)-3-cyanopyridine). Reaction SMILES: C1(C2[N:11](C(C)C)[CH2:10]C(CO)O2)C=CC=CC=1.C[C@H]1N(C(CC)C)CC(CO)[O:19]1.[CH:29]([N:32]1[CH2:36][CH:35]([CH2:37]O)OC1)([CH3:31])C.[C:39]1([C@H:45]2[N:49]([C:50]([CH3:53])([CH3:52])[CH3:51])[CH2:48][CH:47]([CH2:54][OH:55])[O:46]2)C=CC=CC=1>>[C:50]([NH:49][CH2:48][CH:47]([O:46][C:45](=[O:19])[CH3:39])[CH2:54][O:55][C:36]1[C:35]([C:10]#[N:11])=[CH:37][CH:31]=[CH:29][N:32]=1)([CH3:51])([CH3:52])[CH3:53]. Procedure details: Isopropyl or sec. butyl amino analogues of the compounds of the above examples are prepared by substituting suitable oxazolidines e.g. 2-phenyl-3-isopropyl-5-hydroxymethyloxazolidine, (S)-2-methyl-3-sec. butyl-5-hydroxymethyloxazolidine, 3-isopropyl-5-hydroxymethyloxazolidine for the (S)-2-phenyl-3-tert. butyl-5-hydroxymethyloxazolidine reactant. Reactants: BrC1=CC=C(C(C(=O)O)=C1)O (5-bromosalicylic acid), COC=1C=C(N)C=C(C1)OC (3,5-dimethoxyaniline), raw materials. Product: BrC=1C=CC(=C(C(=O)NC2=CC(=CC(=C2)OC)OC)C1)O (5-Bromo-N-(3,5-dimethoxyphenyl)-2-hydroxybenzamide). Isolated yield 40.3%. RXN SMILES: [Br:1][C:2]1[CH:10]=[C:6]([C:7]([OH:9])=O)[C:5]([OH:11])=[CH:4][CH:3]=1.[CH3:12][O:13][C:14]1[CH:15]=[C:16]([CH:18]=[C:19]([O:21][CH3:22])[CH:20]=1)[NH2:17]>>[Br:1][C:2]1[CH:3]=[CH:4][C:5]([OH:11])=[C:6]([CH:10]=1)[C:7]([NH:17][C:16]1[CH:18]=[C:19]([O:21][CH3:22])[CH:20]=[C:14]([O:13][CH3:12])[CH:15]=1)=[O:9]. Procedure: Using 5-bromosalicylic acid and 3,5-dimethoxyaniline as the raw materials, the same operation as the example 16 gave the title compound. Reactants: Cc1c(cc(C=O)c(c1[N+]([O-])=O)O)[Cl], CC1=CN=C(C=C1)N, [C-]#[N+]C1CCCCC1. Reagents/catalysts: O=C(O)C(F)(F)F (trifluoroacetic acid). Run in CC(C)O (isopropyl alcohol), CC(C)O (isopropylalcohol). Conditions: temperature 22 celsius, time 20 hour. Yields the product Cc1ccc2nc(c3cc(c(C)c(c3O)[N+]([O-])=O)[Cl])c(NC3CCCCC3)n2c1. Isolated yield 15.9%. RXN SMILES: CC1=CC=C(N)N=C1.[C-]#[N+]C1CCCCC1.CC1=C(C(O)=C(C=O)C=C1Cl)N(=O)=O>>CC1=CN2C(C=C1)=NC(=C2NC1CCCCC1)C1=C(O)C(=C(C)C(Cl)=C1)N(=O)=O. The reactants are CC(=O)O[BH-](OC(C)=O)OC(C)=O, CNCC(=O)OC, CO, CC1CN(C(=O)COc2ccc(Cl)cc2C=O)C(C)CN1Cc1ccc(F)cc1, Cl, [Na+]. Yields the product COC(=O)CN(C)Cc1cc(Cl)ccc1OCC(=O)N1CC(C)N(Cc2ccc(F)cc2)CC1C. Reaction SMILES: [C:38]([O:39][BH-:40]([O:41][C:42](=[O:43])[CH3:44])[O:45][C:46](=[O:47])[CH3:48])(=[O:49])[CH3:50].[CH3:31][O:32][C:33]([CH2:34][NH:35][CH3:36])=[O:37].[CH3:52][OH:53].[Cl:1][c:2]1[cH:3][cH:4][c:5]([O:10][CH2:11][C:12](=[O:13])[N:14]2[CH:15]([CH3:29])[CH2:16][N:17]([CH2:21][c:22]3[cH:23][cH:24][c:25]([F:28])[cH:26][cH:27]3)[CH:18]([CH3:20])[CH2:19]2)[c:6]([CH:7]=[O:8])[cH:9]1.[ClH:30].[Na+:51]>>[Cl:1][c:2]1[cH:3][cH:4][c:5]([O:10][CH2:11][C:12](=[O:13])[N:14]2[CH:15]([CH3:29])[CH2:16][N:17]([CH2:21][c:22]3[cH:23][cH:24][c:25]([F:28])[cH:26][cH:27]3)[CH:18]([CH3:20])[CH2:19]2)[c:6]([CH2:7][N:35]([CH2:34][C:33]([O:32][CH3:31])=[O:37])[CH3:36])[cH:9]1. The reactants are COC(=O)C1=NC(=C2C=CC(N(C2=C1O)CC1=CC=CC=C1)=O)I (1-benzyl-8-hydroxy-5-iodo-2-oxo-1,2-dihydro-[1,6]naphthyridine-7-carboxylic acid methyl ester), C[Sn](C)(C)C (tetramethyltin), CCOC(=O)C (EtOAc), Cl (HCl). Reagents/catalysts: Cl[Pd]([P](C1=CC=CC=C1)(C2=CC=CC=C2)C3=CC=CC=C3)([P](C4=CC=CC=C4)(C5=CC=CC=C5)C6=CC=CC=C6)Cl (PdCl2(PPh3)2). The solvent is CN(C)C=O (DMF), [Cl-].[Na+].O (brine). Reaction conditions: temperature 120 celsius. The product is COC(=O)C1=NC(=C2C=CC(N(C2=C1O)CC1=CC=CC=C1)=O)C (1-Benzyl-8-hydroxy-5-methyl-2-oxo-1,2-dihydro-[1,6]naphthyridine-7-carboxylic acid methyl ester). Yield: 28.2%. Reaction SMILES: [CH3:1][O:2][C:3]([C:5]1[C:14]([OH:15])=[C:13]2[C:8]([CH:9]=[CH:10][C:11](=[O:23])[N:12]2[CH2:16][C:17]2[CH:22]=[CH:21][CH:20]=[CH:19][CH:18]=2)=[C:7](I)[N:6]=1)=[O:4].[CH3:25][Sn](C)(C)C.CCOC(C)=O.Cl>CN(C=O)C.[Cl-].[Na+].O.Cl[Pd](Cl)([P](C1C=CC=CC=1)(C1C=CC=CC=1)C1C=CC=CC=1)[P](C1C=CC=CC=1)(C1C=CC=CC=1)C1C=CC=CC=1>[CH3:1][O:2][C:3]([C:5]1[C:14]([OH:15])=[C:13]2[C:8]([CH:9]=[CH:10][C:11](=[O:23])[N:12]2[CH2:16][C:17]2[CH:22]=[CH:21][CH:20]=[CH:19][CH:18]=2)=[C:7]([CH3:25])[N:6]=1)=[O:4] |f:5.6.7,^1:47,66|. Procedure details: A mixture of 1-benzyl-8-hydroxy-5-iodo-2-oxo-1,2-dihydro-[1,6]naphthyridine-7-carboxylic acid methyl ester (86 mg, 0.197 mmol), tetramethyltin (0.14 mL, 0.99 mmol) and PdCl2(PPh3)2 (28 mg, 0.039 mmol) in DMF (4 mL) was heated at 120° C. for 2 h under N2 atmosphere. After cooling to r.t., EtOAc (50 mL) and brine (10 mL) were added. 1 M HCl was added until pH about 2-3. The aqueous layer was extracted with additional EtOAc, and the organic layers were combined, dried over MgSO4, and concentrated. ... Reactants: COC(=O)C(CCOS(C)(=O)=O)OC(C)=O, CN(C)C=O, [N-]=[N+]=[N-], [Na+]. Yields the product COC(=O)C(CCN=[N+]=[N-])OC(C)=O. As a reaction SMILES: [C:5]([CH3:6])(=[O:7])[O:8][CH:9]([C:10](=[O:11])[O:12][CH3:13])[CH2:14][CH2:15][O:16][S:17]([CH3:18])(=[O:19])=[O:20].[CH3:21][N:22]([CH3:23])[CH:24]=[O:25].[N-:2]=[N+:3]=[N-:4].[Na+:1]>>[N:2](=[N+:3]=[N-:4])[CH2:15][CH2:14][CH:9]([O:8][C:5]([CH3:6])=[O:7])[C:10](=[O:11])[O:12][CH3:13]. Product: C(C)(C)(C)OC(NCC#CC1=C(C=C(C=C1)Cl)C(C1=C(C=CC=C1F)F)=O)=O ({3-[4-Chloro-2-(2,6-difluoro-benzoyl)-phenyl]-prop-2-ynyl}-carbamic acid tert-butyl ester). As a reaction SMILES: [Cl:1][C:2]1[CH:3]=[CH:4][C:5](I)=[C:6]([C:8]([C:10]2[C:15]([F:16])=[CH:14][CH:13]=[CH:12][C:11]=2[F:17])=[O:9])[CH:7]=1.[C:19]([O:23][C:24](=[O:29])[NH:25][CH2:26][C:27]#[CH:28])([CH3:22])([CH3:21])[CH3:20]>C(Cl)Cl>[C:19]([O:23][C:24](=[O:29])[NH:25][CH2:26][C:27]#[C:28][C:5]1[CH:4]=[CH:3][C:2]([Cl:1])=[CH:7][C:6]=1[C:8](=[O:9])[C:10]1[C:15]([F:16])=[CH:14][CH:13]=[CH:12][C:11]=1[F:17])([CH3:22])([CH3:21])[CH3:20]. Run in C(Cl)Cl (CH2Cl2). Procedure details: (5-Chloro-2-iodo-phenyl)-(2,6-difluoro-phenyl)-methanone (2aa) (5.5 g, 14.5 mmol), prop-2-ynyl-carbamic acid tert-butyl ester (2.5 g, 16 mmol), PdCl2 (PPh3)2 (0.6 g, 0.9 mmol) and Cu(I)I (0.2 g, 0.9 mmol) were suspended in anhydrous CH2Cl2 (50 mL) and the mixture was sparged with nitrogen for 30 min. Diethylamine (8 mL) was added and the solution was stirred at room temperature for 16 h. The solution was concentrated in vacuo and the resulting residue purified by column chromatography (silica ge... The reactants are ClC=1C=CC(=C(C1)C(=O)C1=C(C=CC=C1F)F)I ((5-Chloro-2-iodo-phenyl)-(2,6-difluoro-phenyl)-methanone), Cu(I)I, C(C)(C)(C)OC(NCC#C)=O (prop-2-ynyl-carbamic acid tert-butyl ester), PdCl2 (PPh3)2. Conditions: time 16 hour.